This data is from the Open Reaction Database (ORD), a public repository of structured organic reaction records. The task is: describe an organic reaction: reactants, conditions, products, and yield Starting materials: [N+](=O)([O-])C1=CC=C(C=C1)CC(=O)OCC (ethyl 4-nitrophenyl-acetate), [H-].[Na+] (sodium hydride), Cl (hydrochloric acid), C(C)I (ethyl iodide). Solvent: C1(=CC=CC=C1)C (toluene), CN(C=O)C (dimethylformamide), O (water). The product is [N+](=O)([O-])C1=CC=C(C=C1)C(C(=O)OCC)CC (ethyl α-(4-nitrophenyl)-butyrate). As a reaction SMILES: [N+:1]([C:4]1[CH:9]=[CH:8][C:7]([CH2:10][C:11]([O:13][CH2:14][CH3:15])=[O:12])=[CH:6][CH:5]=1)([O-:3])=[O:2].[H-].[Na+].[CH2:18](I)[CH3:19].Cl>O.C1(C)C=CC=CC=1.CN(C)C=O>[N+:1]([C:4]1[CH:5]=[CH:6][C:7]([CH:10]([CH2:18][CH3:19])[C:11]([O:13][CH2:14][CH3:15])=[O:12])=[CH:8][CH:9]=1)([O-:3])=[O:2] |f:1.2|. Procedure details: The starting material is prepared as follows: To the mixture of 104 g ethyl 4-nitrophenyl-acetate, 350 ml dimethylformamide and 350 ml toluene, 19 g 50% sodium hydride in mineral oil are added during 3/4 hour at 10° while stirring. After 11/2 hours, 78 g ethyl iodide are added during 1 hour while stirring. After 11/2 hours, some water is added dropwise and the mixture acidified with 10% hydrochloric acid. The mixture is extracted with diethyl ether, the extract dried and evaporated, to yield the... Yields the product N1C=NC(=C1)C=CCOCCCC1=CC=C(C=C1)F (3-(4-Fluorophenyl)propyl 3-(1H-imidazol-4-yl)-2-propenyl ether). Procedure details: 5 mmol of sodium 3-(1-triphenylmethyl-1H-imidazol-4-yl)-2-propenolate and of 3-(4-fluorophenyl)propane chloride are treated as described in Example 5. Reactants: C1(=CC=CC=C1)C(N1C=NC(=C1)C=CC[O-])(C1=CC=CC=C1)C1=CC=CC=C1.[Na+] (sodium 3-(1-triphenylmethyl-1H-imidazol-4-yl)-2-propenolate), [Cl-].FC1=CC=C(C=C1)CCC (3-(4-fluorophenyl)propane chloride). As a reaction SMILES: C1(C(C2C=CC=CC=2)(C2C=CC=CC=2)[N:8]2[CH:12]=[C:11]([CH:13]=[CH:14][CH2:15][O-:16])[N:10]=[CH:9]2)C=CC=CC=1.[Na+].[Cl-].[F:31][C:32]1[CH:37]=[CH:36][C:35]([CH2:38][CH2:39][CH3:40])=[CH:34][CH:33]=1>>[NH:8]1[CH:12]=[C:11]([CH:13]=[CH:14][CH2:15][O:16][CH2:40][CH2:39][CH2:38][C:35]2[CH:36]=[CH:37][C:32]([F:31])=[CH:33][CH:34]=2)[N:10]=[CH:9]1 |f:0.1,2.3|. As a reaction SMILES: [CH2:30]1[O:31][CH2:32][CH2:33][CH2:34]1.[O:1]1[CH2:2][O:3][c:4]2[c:5]1[cH:6][cH:7][c:8]([C:10]1([C:13](=[O:14])[NH:15][c:16]3[cH:17][c:18]4[cH:19][c:20]([C:25](=[O:26])[O:27][CH2:28][CH3:29])[nH:21][c:22]4[cH:23][cH:24]3)[CH2:11][CH2:12]1)[cH:9]2.[OH2:35]>>[O:1]1[CH2:2][O:3][c:4]2[c:5]1[cH:6][cH:7][c:8]([C:10]1([C:13](=[O:14])[NH:15][c:16]3[cH:17][c:18]4[cH:19][c:20]([CH2:25][OH:26])[nH:21][c:22]4[cH:23][cH:24]3)[CH2:11][CH2:12]1)[cH:9]2. Reactants: C1CCOC1, CCOC(=O)c1cc2cc(NC(=O)C3(c4ccc5c(c4)OCO5)CC3)ccc2[nH]1, O. The product is O=C(Nc1ccc2[nH]c(CO)cc2c1)C1(c2ccc3c(c2)OCO3)CC1. The reactants are Compound 11, CC1=C(CBr)C=CC=C1 (2-methylbenzyl bromide), COP(OC)OC (trimethylphosphite). Yields the product CC1=C(CP(OC)(OC)=O)C=CC=C1 (2-Methylbenzylphosphonic acid, dimethyl ester). Reaction SMILES: [CH3:1][C:2]1[CH:9]=[CH:8][CH:7]=[CH:6][C:3]=1[CH2:4]Br.[CH3:10][O:11][P:12]([O:15]C)[O:13][CH3:14]>>[CH3:1][C:2]1[CH:9]=[CH:8][CH:7]=[CH:6][C:3]=1[CH2:4][P:12](=[O:15])([O:13][CH3:14])[O:11][CH3:10]. Procedure: Following the procedure of Compound 11, 2-methylbenzyl bromide is reacted with trimethylphosphite. Starting materials: [OH-].[Li+] (Lithium hydroxide), C(C)N1C[C@@H](CC1)CC1=C(C=CC(=C1)F)S(=O)(=O)NC1=CC=C2C3C(COC2=C1C(=O)OC)C3 (methyl (1aRS,7bSR)-5-[2-((R)-1-ethyl-pyrrolidin-3-ylmethyl)-4-fluorobenzenesulfonylamino]-1,1a,2,7b-tetrahydrocyclopropa-[c]chromene-4-carboxylate), C(C)N1C[C@@H](CC1)CC1=C(C=CC(=C1)F)S(=O)(=O)NC1=CC=C2C3C(COC2=C1C(=O)OC)C3 (methyl (1aRS,7bSR)-5-[2-((R)-1-ethyl-pyrrolidin-3-ylmethyl)-4-fluorobenzenesulfonylamino]-1,1a,2,7b-tetrahydrocyclopropa-[c]chromene-4-carboxylate). Solvent: O1CCOCC1 (dioxane), O (water). Run at temperature 85 celsius. The product is C(C)N1C[C@@H](CC1)CC1=C(C=CC(=C1)F)S(=O)(=O)NC1=CC=C2C3C(COC2=C1C(=O)O)C3 ((1aRS,7bSR)-5-[2-((R)-1-ethylpyrrolidin-3-ylmethyl)-4-fluorobenzenesulfonylamino]-1,1a,2,7b-tetrahydrocyclopropa[c]chromene-4-carboxylic acid). Yield: 67.3%. As a reaction SMILES: [OH-].[Li+].[CH2:3]([N:5]1[CH2:9][CH2:8][C@@H:7]([CH2:10][C:11]2[CH:16]=[C:15]([F:17])[CH:14]=[CH:13][C:12]=2[S:18]([NH:21][C:22]2[C:31]([C:32]([O:34]C)=[O:33])=[C:30]3[C:25]([CH:26]4[CH2:36][CH:27]4[CH2:28][O:29]3)=[CH:24][CH:23]=2)(=[O:20])=[O:19])[CH2:6]1)[CH3:4]>O1CCOCC1.O>[CH2:3]([N:5]1[CH2:9][CH2:8][C@@H:7]([CH2:10][C:11]2[CH:16]=[C:15]([F:17])[CH:14]=[CH:13][C:12]=2[S:18]([NH:21][C:22]2[C:31]([C:32]([OH:34])=[O:33])=[C:30]3[C:25]([CH:26]4[CH2:36][CH:27]4[CH2:28][O:29]3)=[CH:24][CH:23]=2)(=[O:19])=[O:20])[CH2:6]1)[CH3:4] |f:0.1|. Procedure: Lithium hydroxide (0.111 g) was added to a solution of methyl (1aRS,7bSR)-5-[2-((R)-1-ethyl-pyrrolidin-3-ylmethyl)-4-fluorobenzenesulfonylamino]-1,1a,2,7b-tetrahydrocyclopropa-[c]chromene-4-carboxylate (Intermediate 95, 0.13 g) in a mixture of dioxane (4 mL) and water (1 mL) and the mixture was stirred and heated at 85° C. overnight. After cooling, the mixture was filtered and the filtrate was acidified by addition of 10% aqueous citric acid (1 mL) and then extracted with DCM. The organic extrac... Starting materials: CC[Al](CC)CC, C1COCCO1, Nc1ccc(Cl)nc1Cl, c1ccc(P(c2ccccc2)(c2ccccc2)[Pd](P(c2ccccc2)(c2ccccc2)c2ccccc2)(P(c2ccccc2)(c2ccccc2)c2ccccc2)P(c2ccccc2)(c2ccccc2)c2ccccc2)cc1. Product: CCc1nc(Cl)ccc1N. Reaction SMILES: [CH2:10]([CH3:11])[Al:12]([CH2:13][CH3:14])[CH2:15][CH3:16].[CH2:17]1[O:18][CH2:19][CH2:20][O:21][CH2:22]1.[NH2:1][c:2]1[c:3]([Cl:9])[n:4][c:5]([Cl:8])[cH:6][cH:7]1.[cH:23]1[cH:24][cH:25][c:26]([P:27]([Pd:28]([P:29]([c:30]2[cH:31][cH:32][cH:33][cH:34][cH:35]2)([c:36]2[cH:37][cH:38][cH:39][cH:40][cH:41]2)[c:42]2[cH:43][cH:44][cH:45][cH:46][cH:47]2)([P:48]([c:49]2[cH:50][cH:51][cH:52][cH:53][cH:54]2)([c:55]2[cH:56][cH:57][cH:58][cH:59][cH:60]2)[c:61]2[cH:62][cH:63][cH:64][cH:65][cH:66]2)[P:67]([c:68]2[cH:69][cH:70][cH:71][cH:72][cH:73]2)([c:74]2[cH:75][cH:76][cH:77][cH:78][cH:79]2)[c:80]2[cH:81][cH:82][cH:83][cH:84][cH:85]2)([c:86]2[cH:87][cH:88][cH:89][cH:90][cH:91]2)[c:92]2[cH:93][cH:94][cH:95][cH:96][cH:97]2)[cH:98][cH:99]1>>[NH2:1][c:2]1[c:3]([CH2:10][CH3:11])[n:4][c:5]([Cl:8])[cH:6][cH:7]1.